From a dataset of the Open Reaction Database (ORD), a public repository of structured organic reaction records. describe an organic reaction: reactants, conditions, products, and yield Starting materials: CC(O)CCBr, O=S1(=O)Nc2ccccc2N1c1ccccc1F, CC(C)OC(=O)N=NC(=O)OC(C)C, C1CCOC1, c1ccc(P(c2ccccc2)c2ccccc2)cc1. Product: CC(CCBr)N1c2ccccc2N(c2ccccc2F)S1(=O)=O. As a reaction SMILES: [Br:38][CH2:39][CH2:40][CH:41]([CH3:42])[OH:43].[F:1][c:2]1[c:3]([N:8]2[S:9](=[O:17])(=[O:18])[NH:10][c:11]3[c:12]2[cH:13][cH:14][cH:15][cH:16]3)[cH:4][cH:5][cH:6][cH:7]1.[O:44]=[C:45]([O:46][CH:47]([CH3:48])[CH3:49])[N:50]=[N:51][C:52]([O:53][CH:54]([CH3:55])[CH3:56])=[O:57].[O:58]1[CH2:59][CH2:60][CH2:61][CH2:62]1.[c:19]1([P:20]([c:21]2[cH:22][cH:23][cH:24][cH:25][cH:26]2)[c:27]2[cH:28][cH:29][cH:30][cH:31][cH:32]2)[cH:33][cH:34][cH:35][cH:36][cH:37]1>>[F:1][c:2]1[c:3]([N:8]2[S:9](=[O:17])(=[O:18])[N:10]([CH:41]([CH2:40][CH2:39][Br:38])[CH3:42])[c:11]3[c:12]2[cH:13][cH:14][cH:15][cH:16]3)[cH:4][cH:5][cH:6][cH:7]1. The reactants are Brc1ccc(CNCCC2CCCCC2)cn1, O=C([O-])[O-], Cc1ccc(C(N)=O)cc1B1OC(C)(C)C(C)(C)O1, [Na+], [Na+], C1COCCO1. Product: Cc1ccc(C(N)=O)cc1-c1ccc(CNCCC2CCCCC2)cn1. As a reaction SMILES: [Br:20][c:21]1[cH:22][cH:23][c:24]([CH2:27][NH:28][CH2:29][CH2:30][CH:31]2[CH2:32][CH2:33][CH2:34][CH2:35][CH2:36]2)[cH:25][n:26]1.[C:37](=[O:38])([O-:39])[O-:40].[CH3:1][c:2]1[c:3]([B:11]2[O:12][C:13]([CH3:14])([CH3:15])[C:16]([CH3:17])([CH3:18])[O:19]2)[cH:4][c:5]([C:6](=[O:7])[NH2:8])[cH:9][cH:10]1.[Na+:41].[Na+:42].[O:43]1[CH2:44][CH2:45][O:46][CH2:47][CH2:48]1>>[CH3:1][c:2]1[c:3](-[c:21]2[cH:22][cH:23][c:24]([CH2:27][NH:28][CH2:29][CH2:30][CH:31]3[CH2:32][CH2:33][CH2:34][CH2:35][CH2:36]3)[cH:25][n:26]2)[cH:4][c:5]([C:6](=[O:7])[NH2:8])[cH:9][cH:10]1.